This data is from the Open Reaction Database (ORD), a public repository of structured organic reaction records. The task is: describe an organic reaction: reactants, conditions, products, and yield Reactants: BrC1=CC(=C(C=C1)C)Cl (4-bromo-2-chlorotoluene), [Li]CCCC (n-BuLi), CC(=O)C (acetone). The solvent is C1CCOC1 (THF). Conditions: temperature -78 celsius, time 30 minute. Product: ClC=1C=C(C=CC1C)C(C)(C)O (2-(3-Chloro-4-methyl-phenyl)-propan-2-ol). The yield is 80.0%. As a reaction SMILES: Br[C:2]1[CH:7]=[CH:6][C:5]([CH3:8])=[C:4]([Cl:9])[CH:3]=1.[Li]CCCC.[CH3:15][C:16]([CH3:18])=[O:17]>C1COCC1>[Cl:9][C:4]1[CH:3]=[C:2]([C:16]([OH:17])([CH3:18])[CH3:15])[CH:7]=[CH:6][C:5]=1[CH3:8]. Reported procedure: To a solution of 4-bromo-2-chlorotoluene (10 g, 48.7 mmol) in THF was added n-BuLi at −78° C. After the reaction mixture was stirred at −78° C. for 30 minutes, dry acetone was slowly added. The resulting content was maintained at −78° C. for 3 hours and slowly warmed up to RT overnight. The reaction mixture was then partitioned between ethyl acetate and water. The ethyl acetate layer was then washed with brine, dried over Na2SO4, filtered, and the solvent evaporated in vacuo to yield a crude oil...